Dataset: the Open Reaction Database (ORD), a public repository of structured organic reaction records. Task: describe an organic reaction: reactants, conditions, products, and yield Starting materials: BrC=1C=[N+](C=C(C1)C1=CC=C(C=C1)S(=O)(=O)C)[O-] (3-bromo-5-[4-(methylsulfonyl)phenyl]pyridine 1-oxide), II (iodine), C(=O)([O-])[O-].[Na+].[Na+] (Na2CO3), [O-]S(=O)(=S)[O-].[Na+].[Na+] (Na2S2O3), N(=O)[O-].[Na+] (NaNO2), CCOC(=O)C (EtOAc). Run in C(Cl)Cl.CC(=O)O (CH2Cl2 AcOH). Conditions: time 1 hour. Product: IC1=CC=C(C=C1C1=CC=C(C=C1)S(=O)(=O)C)C(=O)OC (methyl 6-iodo-4′-(methylsulfonyl)-1,1′-biphenyl-3-carboxylate). Reaction SMILES: Br[C:2]1[CH:3]=[N+]([O-])[CH:5]=[C:6]([C:8]2[CH:13]=[CH:12][C:11]([S:14]([CH3:17])(=[O:16])=[O:15])=[CH:10][CH:9]=2)[CH:7]=1.[I:19]I.N([O-])=O.[Na+].C([O-])([O-])=O.[Na+].[Na+].[O-]S([O-])(=S)=O.[Na+].[Na+].C[CH2:39][O:40][C:41]([CH3:43])=[O:42]>C(Cl)Cl.CC(O)=O>[I:19][C:7]1[C:6]([C:8]2[CH:13]=[CH:12][C:11]([S:14]([CH3:17])(=[O:16])=[O:15])=[CH:10][CH:9]=2)=[CH:5][C:43]([C:41]([O:40][CH3:39])=[O:42])=[CH:3][CH:2]=1 |f:2.3,4.5.6,7.8.9,11.12|. Procedure details: To the amino from step 2 (1.0 eq) in CH2Cl2—AcOH (1:1) at −20° C. was added iodine (1.5 eq), KI (1.5 eq) followed by NaNO2 (1.2 eq). The reaction mixture was stirred at r.t. for 1 h, diluted with EtOAc, a solution of Na2CO3 and a solution Na2S2O3. The organic extracts were washed with water, brine, dried over MgSO4, filtered and concentrated. Flash chromatography (Hexane:EtOAc, 30:20-20:30) afforded the title compound as a pale yellow solid. The reactants are C(CCCCO)O (1,5-pentanediol), ClCC=C (3-chloro-1-propene), crude product, [H-].[Na+] (sodium hydride), [H][H] (hydrogen). Run in O (water). Conditions: temperature 60 celsius, time 3 hour. Yields the product ClCC=COCCCCCO (5-(3-chloro-1-propenyloxy)pentanol). The yield is 16.8%. As a reaction SMILES: [CH2:1]([OH:7])[CH2:2][CH2:3][CH2:4][CH2:5][OH:6].[H-].[Na+].[H][H].[Cl:12][CH2:13][CH:14]=[CH2:15]>O>[Cl:12][CH2:13][CH:14]=[CH:15][O:6][CH2:5][CH2:4][CH2:3][CH2:2][CH2:1][OH:7] |f:1.2|. Reported procedure: In a reaction vessel containing 10.42 g of 1,5-pentanediol was put 2.20 g of 60% sodium hydride (in oil), and the mixture was stirred until the evolution of hydrogen gas ceased, to which 3.83 g of 3-chloro-1-propene was added dropwise under ice cooling. The reaction mixture was slowly warmed and stirred at 60° C. for 3 hours, which was then poured into water and extracted twice with diethyl ether. The diethyl ether layers were combined, washed with water, dried over magnesium sulfate and then co... The reactants are C(C1=CC=CC=C1)OC(=O)Cl (Benzylchloroformate), O (H2O), C(=O)([O-])[O-].[Na+].[Na+] (Na2CO3), NC=1C=C(C=CC1)C(CO)O (1-(3-Aminophenyl)ethane-1,2-diol). The solvent is C(Cl)Cl (DCM). Run at temperature 0 celsius, time 8 hour. Product: OC(CO)C=1C=C(C=CC1)NC(OCC1=CC=CC=C1)=O (Benzyl 3-(1,2-dihydroxyethyl)phenylcarbamate). The yield is 42.7%. Reaction SMILES: [NH2:1][C:2]1[CH:3]=[C:4]([CH:8]([OH:11])[CH2:9][OH:10])[CH:5]=[CH:6][CH:7]=1.O.C([O-])([O-])=O.[Na+].[Na+].[CH2:19]([O:26][C:27](Cl)=[O:28])[C:20]1[CH:25]=[CH:24][CH:23]=[CH:22][CH:21]=1>C(Cl)Cl>[OH:11][CH:8]([C:4]1[CH:3]=[C:2]([NH:1][C:27](=[O:28])[O:26][CH2:19][C:20]2[CH:25]=[CH:24][CH:23]=[CH:22][CH:21]=2)[CH:7]=[CH:6][CH:5]=1)[CH2:9][OH:10] |f:2.3.4|. Procedure details: 1-(3-Aminophenyl)ethane-1,2-diol (10 g) was dissolved in DCM (80 mL). H2O (80 mL) and Na2CO3 (10.98 g) were added and the mixture cooled to 0° C. Benzylchloroformate (22 g) was added drop-wise over 20 minutes and the reaction mixture stirred at room temperature overnight. The organic phase was separated, dried over Na2SO4 and concentrated to give a crude product which was purified by column chromatography to give the title compound (8 g, 45%). Starting materials: C1CCOC1, CCOC(=O)C(C)(C)SC1CCNCC1, CS(=O)(=O)Cl, Cl. Product: CCOC(=O)C(C)(C)SC1CCN(S(C)(=O)=O)CC1. As a reaction SMILES: [CH2:22]1[O:23][CH2:24][CH2:25][CH2:26]1.[CH2:2]([CH3:3])[O:4][C:5]([C:6]([CH3:7])([S:8][CH:9]1[CH2:10][CH2:11][NH:12][CH2:13][CH2:14]1)[CH3:15])=[O:16].[CH3:17][S:18]([Cl:19])(=[O:20])=[O:21].[ClH:1]>>[CH2:2]([CH3:3])[O:4][C:5]([C:6]([CH3:7])([S:8][CH:9]1[CH2:10][CH2:11][N:12]([S:18]([CH3:17])(=[O:20])=[O:21])[CH2:13][CH2:14]1)[CH3:15])=[O:16]. The reagents and catalysts are C1=CC=C(C=C1)P([C-]2C=CC=C2)C3=CC=CC=C3.C1=CC=C(C=C1)P([C-]2C=CC=C2)C3=CC=CC=C3.Cl[Pd]Cl.[Fe+2] (Pd(dppf)Cl2). Run in CS(=O)C (DMSO). Conditions: temperature 85 celsius, time 2 hour. Yields the product C(C1=CC=CC=C1)OC(=O)N(C)CC=1C=C(C=C(C1O[C@H](COC)C)F)NC(=O)OC[C@H](C)C1=C(C=C(C=C1)B(O)O)C ((4-((R)-1-(((3-((((Benzyloxy)carbonyl)(methyl)amino)methyl)-5-fluoro-4-(((S)-1-methoxypropan-2-yl)oxy)phenyl)carbamoyl)oxy)propan-2-yl)-3-methylphenyl)boronic acid). RXN SMILES: Br[C:2]1[CH:7]=[CH:6][C:5]([C@@H:8]([CH3:40])[CH2:9][O:10][C:11]([NH:13][C:14]2[CH:15]=[C:16]([F:39])[C:17]([O:33][C@@H:34]([CH3:38])[CH2:35][O:36][CH3:37])=[C:18]([CH:32]=2)[CH2:19][N:20]([CH3:31])[C:21](=[O:30])[O:22][CH2:23][C:24]2[CH:29]=[CH:28][CH:27]=[CH:26][CH:25]=2)=[O:12])=[C:4]([CH3:41])[CH:3]=1.CC1(C)C[O:47][B:46](B2OCC(C)(C)CO2)[O:45]C1.CC([O-])=O.[K+]>CS(C)=O.C1C=CC(P(C2C=CC=CC=2)[C-]2C=CC=C2)=CC=1.C1C=CC(P(C2C=CC=CC=2)[C-]2C=CC=C2)=CC=1.Cl[Pd]Cl.[Fe+2]>[CH2:23]([O:22][C:21]([N:20]([CH2:19][C:18]1[CH:32]=[C:14]([NH:13][C:11]([O:10][CH2:9][C@@H:8]([C:5]2[CH:6]=[CH:7][C:2]([B:46]([OH:47])[OH:45])=[CH:3][C:4]=2[CH3:41])[CH3:40])=[O:12])[CH:15]=[C:16]([F:39])[C:17]=1[O:33][C@@H:34]([CH3:38])[CH2:35][O:36][CH3:37])[CH3:31])=[O:30])[C:24]1[CH:29]=[CH:28][CH:27]=[CH:26][CH:25]=1 |f:2.3,5.6.7.8|. Procedure: To a reaction tube was added 37C (480 mg, 0.76 mmol), 5,5,5′,5′-tetramethyl-2,2′-bi(1,3,2-dioxaborinane) (206 mg, 0.912 mmol), KOAc (186 mg, 1.900 mmol), Pd(dppf)Cl2 (125 mg, 0.152 mmol) in DMSO (1.5 ml). The tube was filled with Ar, sealed and stirred at 85° C. for 2 h. The mixture was quenched with water, and extracted with EtOAc. The combined organic layer was filtered though silica gel and concentrated. The crude product was purified by flash chromatography to give 37D (309 mg, 0.518 mmol, 6... Reactants: BrC1=CC(=C(C=C1)[C@H](COC(=O)NC=1C=C(C(=C(CN(C(OCC2=CC=CC=C2)=O)C)C1)O[C@H](COC)C)F)C)C (Benzyl 5-((((R)-2-(4-bromo-2-methylphenyl)propoxy)carbonyl)amino)-3-fluoro-2-(((S)-1-methoxypropan-2-yl)oxy)benzyl(methyl)carbamate), CC1(COB(OC1)B1OCC(CO1)(C)C)C (5,5,5′,5′-tetramethyl-2,2′-bi(1,3,2-dioxaborinane)), CC(=O)[O-].[K+] (KOAc). Yield: 68.2%.